From a dataset of the Open Reaction Database (ORD), a public repository of structured organic reaction records. describe an organic reaction: reactants, conditions, products, and yield Reaction SMILES: [Cl:1][CH2:2][CH2:3][CH2:4][C:5]([C:7]1[CH:8]=[C:9]2[C:14](=[CH:15][CH:16]=1)[NH:13][C:12](=[O:17])[CH2:11][CH2:10]2)=[O:6].[CH2:18](O)[CH2:19][OH:20].C1(C)C=CC(S(O)(=O)=O)=CC=1.C(=O)([O-])O.[Na+]>C1C=CC=CC=1>[CH2:18]1[CH2:19][O:20][CH:4]([CH2:3][CH2:2][Cl:1])[CH:5]([C:7]2[CH:8]=[C:9]3[C:14](=[CH:15][CH:16]=2)[NH:13][C:12](=[O:17])[CH2:11][CH2:10]3)[O:6]1 |f:3.4|. Reactants: C(O)([O-])=O.[Na+] (sodium hydrogen carbonate), C(CO)O (ethylene glycol), C1(=CC=C(C=C1)S(=O)(=O)O)C (p-toluenesulfonic acid), ClCCCC(=O)C=1C=C2CCC(NC2=CC1)=O (6-(4-chlorobutyryl)-3,4-dihydrocarbostyril). Procedure: 10 Grams (39.7 mM) of 6-(4-chlorobutyryl)-3,4-dihydrocarbostyril was dissolved in 300 ml of benzene, then to this solution was added 7.4 g (120 mM) of ethylene glycol and 300 mg of p-toluenesulfonic acid, and the whole mixture was refluxed by heating under dehydrating in Dean-Stark extractor for 6 hours. The reaction mixture was cooled and neutralized with an aqueous solution saturated with sodium hydrogen carbonate, then extracted with chloroform. The chloroform extract was washed with water th... Run in C1=CC=CC=C1 (benzene). Yields the product C1OC(C(CCCl)OC1)C=1C=C2CCC(NC2=CC1)=O (6-(1-ethylenedioxy-4-chlorobutyl)-3,4-dihydrocarbostyril). The reactants are CCO, CSC1=NCCN1, CNN, I. Product: CN(N)C1=NCCN1, I. As a reaction SMILES: [CH3:12][CH2:13][OH:14].[CH3:2][S:3][C:4]1=[N:8][CH2:7][CH2:6][NH:5]1.[CH3:9][NH:10][NH2:11].[IH:1]>>[C:4]1([N:10]([CH3:9])[NH2:11])=[N:8][CH2:7][CH2:6][NH:5]1.[IH:1]. The reactants are C(C)OC(C(CC1=C(C=C(C=C1)OCC=1N=C(OC1C)C1=CC=C(C=C1)F)C)OCC)=O ([rac]-2-ethoxy-3-{4-[2-(4-fluoro-phenyl)-5-methyl-oxazol-4-ylmethoxy]-2-methyl-phenyl}-propionic acid ethyl ester), [Li+].[OH-] (LiOH). Product: C(C)OC(C(=O)O)CC1=C(C=C(C=C1)OCC=1N=C(OC1C)C1=CC=C(C=C1)F)C ([rac]-2-ethoxy-3-{4-[2-(4-fluoro-phenyl)-5-methyl-oxazol-4-ylmethoxy]-2-methyl-phenyl}-propionic acid). As a reaction SMILES: C([O:3][C:4](=[O:32])[CH:5]([O:29][CH2:30][CH3:31])[CH2:6][C:7]1[CH:12]=[CH:11][C:10]([O:13][CH2:14][C:15]2[N:16]=[C:17]([C:21]3[CH:26]=[CH:25][C:24]([F:27])=[CH:23][CH:22]=3)[O:18][C:19]=2[CH3:20])=[CH:9][C:8]=1[CH3:28])C.[Li+].[OH-]>>[CH2:30]([O:29][CH:5]([CH2:6][C:7]1[CH:12]=[CH:11][C:10]([O:13][CH2:14][C:15]2[N:16]=[C:17]([C:21]3[CH:26]=[CH:25][C:24]([F:27])=[CH:23][CH:22]=3)[O:18][C:19]=2[CH3:20])=[CH:9][C:8]=1[CH3:28])[C:4]([OH:32])=[O:3])[CH3:31] |f:1.2|. Reported procedure: In analogy to the procedure described in example 1 g], [rac]-2-ethoxy-3-{4-[2-(4-fluoro-phenyl)-5-methyl-oxazol-4-ylmethoxy]-2-methyl-phenyl}-propionic acid ethyl ester was treated with LiOH to obtain [rac]-2-ethoxy-3-{4-[2-(4-fluoro-phenyl)-5-methyl-oxazol-4-ylmethoxy]-2-methyl-phenyl}-propionic acid as colorless liquid, which can be separated into its antipodes by methods known in the art, such as separation of the antipodes via diastereomeric salts by crystallization with optically pure amine...